This data is from the Open Reaction Database (ORD), a public repository of structured organic reaction records. The task is: describe an organic reaction: reactants, conditions, products, and yield The reactants are Cc1cc(-c2ccc(C(F)(F)F)cc2)cc(-c2ccnc(Cl)c2)n1, CC1(C)OB(c2cnc(N)nc2)OC1(C)C. Product: Cc1cc(-c2ccc(C(F)(F)F)cc2)cc(-c2ccnc(-c3cnc(N)nc3)c2)n1. Reaction SMILES: [Cl:1][c:2]1[n:3][cH:4][cH:5][c:6](-[c:8]2[n:9][c:10]([CH3:24])[cH:11][c:12](-[c:14]3[cH:15][cH:16][c:17]([C:20]([F:21])([F:22])[F:23])[cH:18][cH:19]3)[cH:13]2)[cH:7]1.[NH2:25][c:26]1[n:27][cH:28][c:29]([B:32]2[O:33][C:34]([CH3:35])([CH3:36])[C:37]([CH3:38])([CH3:39])[O:40]2)[cH:30][n:31]1>>[c:2]1(-[c:29]2[cH:28][n:27][c:26]([NH2:25])[n:31][cH:30]2)[n:3][cH:4][cH:5][c:6](-[c:8]2[n:9][c:10]([CH3:24])[cH:11][c:12](-[c:14]3[cH:15][cH:16][c:17]([C:20]([F:21])([F:22])[F:23])[cH:18][cH:19]3)[cH:13]2)[cH:7]1.